Dataset: the Open Reaction Database (ORD), a public repository of structured organic reaction records. Task: describe an organic reaction: reactants, conditions, products, and yield Reactants: COC(=O)C=1SC=CC1S(=O)(=O)Cl (3-chlorosulfonylthiophene-2-carboxylic acid methyl ester), C(Cl)(Cl)Cl (chloroform), CN (methylamine). Run in O (water). Yields the product COC(=O)C=1SC=CC1S(NC)(=O)=O (3-methylsulfamoylthiophene-2-carboxylic acid methyl ester). RXN SMILES: [CH3:1][O:2][C:3]([C:5]1[S:6][CH:7]=[CH:8][C:9]=1[S:10](Cl)(=[O:12])=[O:11])=[O:4].C(Cl)(Cl)Cl.[CH3:18][NH2:19]>O>[CH3:1][O:2][C:3]([C:5]1[S:6][CH:7]=[CH:8][C:9]=1[S:10](=[O:12])(=[O:11])[NH:19][CH3:18])=[O:4]. Reported procedure: 43.5 G. (0.18 mol) of the obtained 3-chlorosulfonylthiophene-2-carboxylic acid methyl ester are dissolved in 450 ml. of absolute chloroform and dry methylamine is led through the solution at 10° C. until a moistened pH paper shows an alkaline reaction with the solution. The mixture is then allowed to react at room temperature for a further 2 hours, the solution always remaining alkaline. The solution is then shaken out with 500 ml. of water and 500 ml. of a 5% sodium bicarbonate solution [the aq... Reactants: [OH-].[Na+] (NaOH), BrCCCCCCCCCCCCCCCCO (16-bromohexadecan-l-ol), Cl (HCl), atmosphere, [Na] (sodium), C(C)(=S)O (thioacetic acid), ice water. The solvent is CO (methanol). Run at time 10 minute. Yields the product SCCCCCCCCCCCCCCCCO (16-Mercaptohexadecan-l-ol). Yield: 70.3%. As a reaction SMILES: [Na].C(O)(=[S:4])C.Br[CH2:7][CH2:8][CH2:9][CH2:10][CH2:11][CH2:12][CH2:13][CH2:14][CH2:15][CH2:16][CH2:17][CH2:18][CH2:19][CH2:20][CH2:21][CH2:22][OH:23].[OH-].[Na+].Cl>CO>[SH:4][CH2:7][CH2:8][CH2:9][CH2:10][CH2:11][CH2:12][CH2:13][CH2:14][CH2:15][CH2:16][CH2:17][CH2:18][CH2:19][CH2:20][CH2:21][CH2:22][OH:23] |f:3.4,^1:0|. Reported procedure: Under inert atmosphere 365 mg of sodium metal suspension (40% in mineral oil) were added dropwise to 20 ml of dry methanol at 0° C. After completion of addition the reaction mixture was stirred for 10 min at RT followed by addition of 0.45 ml (6.30 mmole) of thioacetic acid. After additional 10 min of stirring 3 ml degassed methanolic solution of 1.0 gr (3.11 mmole) of 16-bromohexadecan-l-ol were added. The resulted mixture was refluxed for 15 hrs, allowed to cool to RT and 20 ml of degassed 1.0... Starting materials: COC(C1=CC=C(C=C1)OCCCCCCCCCCCCCCCCCC)=O (Methyl-4-octadecyloxy-benzoate), CCOC(=O)/N=N/C(=O)OCC (DEAD), C1(=CC=CC=C1)O (phenol), C(CC\C=C\CCCCC)O (trans-4-Decenol). Run in CCOCC (ether). Yields the product COC(C1=CC=C(C=C1)OCCC\C=C\CCCCC)=O (Methyl-4-(trans-4-decenyloxy)-benzoate). Isolated yield 80.0%. Reaction SMILES: CCOC(/N=N/C(OCC)=O)=O.C1(O)C=CC=CC=1.C(O)CC/C=C/CCCCC.[CH3:31][O:32][C:33](=[O:59])[C:34]1[CH:39]=[CH:38][C:37]([O:40][CH2:41][CH2:42][CH2:43][CH2:44][CH2:45][CH2:46][CH2:47][CH2:48][CH2:49][CH2:50]CCCCCCCC)=[CH:36][CH:35]=1>CCOCC>[CH3:31][O:32][C:33](=[O:59])[C:34]1[CH:39]=[CH:38][C:37]([O:40][CH2:41][CH2:42][CH2:43]/[CH:44]=[CH:45]/[CH2:46][CH2:47][CH2:48][CH2:49][CH3:50])=[CH:36][CH:35]=1. Reported procedure: DEAD (641 mg, 3.68 mmol), phenol 34 (487 mg, 3.2 mmol), alcohol 26i (500 mg, 3.2 mmol), and TPP (966 mg, 3.68 -mmol) in 16 ml anhydrous ether were reacted according to the procedure for compound 35a. The crude product was purified via flash chromatography over silica gel with gradual elutions from 95/5 to 90/10 (v/v, Hex/EtOAc). Evaporation of the solvent yielded 748 mg (80%) of colorless liquid. Reactants: FC=1C=C(OCC2=C(OC(C(=O)OC)C)C=C(C=C2)C)C=CC1[N+](=O)[O-] (methyl 2-[2-(3-fluoro-4-nitrophenoxymethyl)-5-methylphenoxy]propionate). The reagents and catalysts are [Fe] (iron). Run in C(C)(=O)O (acetic acid). Yields the product NC1=C(C=C(OCC2=C(OC(C(=O)OC)C)C=C(C=C2)C)C=C1)F (methyl 2-[2-(4-amino-3-fluorophenoxymethyl)-5-methylphenoxy]propionate). Isolated yield 61.3%. Reaction SMILES: [F:1][C:2]1[CH:3]=[C:4]([CH:21]=[CH:22][C:23]=1[N+:24]([O-])=O)[O:5][CH2:6][C:7]1[CH:19]=[CH:18][C:17]([CH3:20])=[CH:16][C:8]=1[O:9][CH:10]([CH3:15])[C:11]([O:13][CH3:14])=[O:12]>C(O)(=O)C.[Fe]>[NH2:24][C:23]1[CH:22]=[CH:21][C:4]([O:5][CH2:6][C:7]2[CH:19]=[CH:18][C:17]([CH3:20])=[CH:16][C:8]=2[O:9][CH:10]([CH3:15])[C:11]([O:13][CH3:14])=[O:12])=[CH:3][C:2]=1[F:1]. Reported procedure: By the method of Example 2, Step A, 3.35 g (0.0091 mole) of methyl 2-[2-(3-fluoro-4-nitrophenoxymethyl)-5-methylphenoxy]propionate was reacted with 2.80 g (0.050 mole) of powdered iron in 100 mL of acetic acid, yielding 1.86 g of methyl 2-[2-(4-amino-3-fluorophenoxymethyl)-5-methylphenoxy]propionate as an amber syrup. The NMR and IR spectra were consistent with the proposed structure. Starting materials: sulfide, C(=O)OO (peroxycarboxylic acid), OOS(=O)[O-].[K+] (oxone), C1(C=2C(C(=O)O1)=CC=CC2)=O (phthalic anhydride), NC(=O)N (urea), sulfone, OO (hydrogen peroxide), OO (hydrogen peroxide). Reagents/catalysts: metal oxide. Solvent: ( e ). Yields the product C1=CC=C(C(=C1)C(=O)O)C(=O)OO (mono-perphthalic acid). RXN SMILES: OO.[OH:3][O:4]S([O-])=O.[K+].C(OO)=O.NC(N)=O.[C:17]1(=[O:27])[O:22][C:20](=[O:21])[C:19]2=[CH:23][CH:24]=[CH:25][CH:26]=[C:18]12>>[CH:24]1[CH:23]=[C:19]([C:20]([OH:22])=[O:21])[C:18]([C:17]([O:4][OH:3])=[O:27])=[CH:26][CH:25]=1 |f:1.2|. Procedure details: Selective oxidation of the sulfide into sulfone in (e) may be performed under known reaction conditions, including using hydrogen peroxide (H2O2) in the presence of any metal oxide catalyst, or using oxone, peroxycarboxylic acid, etc. Preferably, hydrogen peroxide is adsorbed to urea and then reacted with phthalic anhydride to give mono-perphthalic acid that is then reacted in the presence of an acetonitrile solvent.